Dataset: the Open Reaction Database (ORD), a public repository of structured organic reaction records. Task: describe an organic reaction: reactants, conditions, products, and yield The reactants are C(=O)(O)[O-].[Na+] (NaHCO3), BrC#N (BrCN), NC1=CN=NC2=C(C(=C(C=C12)C(=O)NN)NC1=C(C=C(C=C1)Br)F)F (4-amino-7-(4-bromo-2-fluorophenylamino)-8-fluorocinnoline-6-carboxylic acid hydrazide). Solvent: O (H2O), O1CCOCC1 (1,4-dioxane), O (water). Reaction conditions: time 3 hour. The product is NC1=NN=C(O1)C=1C=C2C(=CN=NC2=C(C1NC1=C(C=C(C=C1)Br)F)F)N (6-(5-amino-[1,3,4]oxadiazol-2-yl)-N7-(4-bromo-2-fluoro-phenyl)-8-fluorocinnoline-4,7-diamine). As a reaction SMILES: [NH2:1][C:2]1[C:11]2[C:6](=[C:7]([F:25])[C:8]([NH:16][C:17]3[CH:22]=[CH:21][C:20]([Br:23])=[CH:19][C:18]=3[F:24])=[C:9]([C:12]([NH:14][NH2:15])=[O:13])[CH:10]=2)[N:5]=[N:4][CH:3]=1.Br[C:27]#[N:28].C([O-])(O)=O.[Na+]>O1CCOCC1.O>[NH2:28][C:27]1[O:13][C:12]([C:9]2[CH:10]=[C:11]3[C:6](=[C:7]([F:25])[C:8]=2[NH:16][C:17]2[CH:22]=[CH:21][C:20]([Br:23])=[CH:19][C:18]=2[F:24])[N:5]=[N:4][CH:3]=[C:2]3[NH2:1])=[N:14][N:15]=1 |f:2.3|. Procedure details: To a suspension of 4-amino-7-(4-bromo-2-fluorophenylamino)-8-fluorocinnoline-6-carboxylic acid hydrazide (1.00 equiv.) in 1,4-dioxane at room temperature is added BrCN (2.00 equiv.) followed by a solution of NaHCO3 (1.00 equiv.) in H2O. After stirring for 3 hours at room temperature, the reaction mixture is diluted with water and extracted with EtOAc. The organic layer is washed with brine, dried over MgSO4, filtered, and concentrated under reduced pressure to give the crude material that is pur... Reactants: C(C=C)N1C[C@H]([C@@H](C1)C1=CSC=C1)CN1CCC(CC1)C1=CC=C(C=C1)F (1-Allyl-3-(R)-(4-(4-fluorophenyl)piperidinylmethyl)-4-(R)-(3-thienyl)pyrrolidine), Rh(PPh)3Cl, solution, CC#N (CH3CN). The reagents and catalysts are C1=CC=C(C=C1)P(C2=CC=CC=C2)C3=CC=CC=C3.C1=CC=C(C=C1)P(C2=CC=CC=C2)C3=CC=CC=C3.C1=CC=C(C=C1)P(C2=CC=CC=C2)C3=CC=CC=C3.[Cl-].[Rh] (Wilkinson's catalyst). Run in O (water). The product is FC1=CC=C(C=C1)C1CCN(CC1)C[C@@H]1CNC[C@H]1C1=CSC=C1 (3-(S)-(4-(4-fluorophenyl)piperidinylmethyl)-4-(R)-(3-thienyl)pyrrolidine). RXN SMILES: C([N:4]1[CH2:8][C@@H:7]([C:9]2[CH:13]=[CH:12][S:11][CH:10]=2)[C@H:6]([CH2:14][N:15]2[CH2:20][CH2:19][CH:18]([C:21]3[CH:26]=[CH:25][C:24]([F:27])=[CH:23][CH:22]=3)[CH2:17][CH2:16]2)[CH2:5]1)C=C.CC#N>C1C=CC(P(C2C=CC=CC=2)C2C=CC=CC=2)=CC=1.C1C=CC(P(C2C=CC=CC=2)C2C=CC=CC=2)=CC=1.C1C=CC(P(C2C=CC=CC=2)C2C=CC=CC=2)=CC=1.[Cl-].[Rh].O>[F:27][C:24]1[CH:25]=[CH:26][C:21]([CH:18]2[CH2:17][CH2:16][N:15]([CH2:14][C@H:6]3[C@H:7]([C:9]4[CH:13]=[CH:12][S:11][CH:10]=4)[CH2:8][NH:4][CH2:5]3)[CH2:20][CH2:19]2)=[CH:22][CH:23]=1 |f:2.3.4.5.6|. Reported procedure: A mixture of 1.2 g (3.2 mmol) of 1-Allyl-3-(R)-(4-(4-fluorophenyl)piperidinylmethyl)-4-(R)-(3-thienyl)pyrrolidine and 0.19 g (0.2 mmol) of Wilkinson's catalyst ([Rh(PPh)3Cl] in 20 mL of an 85% solution of CH3CN in water in a flask fitted with a short path distillation head and an addition funnel for added solvent was heated to reflux. As solvent is azeotroped off, more is added to maintain the original concentration. After stirring at reflux for 4 h, the reaction mixture was concentrated. To the... Reactants: N1=CC(=CC2=CC=CC=C12)C#CCCCCO (6-(3-quinolinyl)-5-hexyn-1-ol), [H][H] (hydrogen). Reagents/catalysts: [Pd] (palladium on carbon). Yields the product N1=CC(=CC2=CC=CC=C12)CCCCCCO (3-Quinolinehexanol). Reaction SMILES: [N:1]1[C:10]2[C:5](=[CH:6][CH:7]=[CH:8][CH:9]=2)[CH:4]=[C:3]([C:11]#[C:12][CH2:13][CH2:14][CH2:15][CH2:16][OH:17])[CH:2]=1.[H][H]>[Pd]>[N:1]1[C:10]2[C:5](=[CH:6][CH:7]=[CH:8][CH:9]=2)[CH:4]=[C:3]([CH2:11][CH2:12][CH2:13][CH2:14][CH2:15][CH2:16][OH:17])[CH:2]=1. Reported procedure: 3-Quinolinehexanol was prepared by reduction of 13.5 g of 6-(3-quinolinyl)-5-hexyn-1-ol over 1.0 g of 10% palladium on carbon at 1 atmosphere of hydrogen. The crude product obtained after filtration and evaporation was chromatographed over silica gel by high pressure liquid chromatography eluting with 2% methanol-dichloromethane. The first product to elute amounted to 0.95 g which was evaporatively distilled to yield 0.76 g (6%) of 6-[3-(1,2,3,4-tetrahydro)quinolinyl]hexanol, bp 180°-185° C./0.1... Yields the product FC=1C=C2C(=CNC2=CC1)/C=C/C(=O)C1=CC(=C(C(=C1)OC)OC)OC ((E)-3-(5-Fluoroindol-3-yl)-1-(3,4,5-trimethoxyphenyl)-2-propen-1-one). Yield: 59.2%. Procedure details: Substantially the same procedure as in Example 12 was repeated using 3',4',5'-trimethoxyacetophenone (2.1 g) and 5-fluoroindole-3-carboxaldehyde (1.63 g) to give Compound 29 (2.1 g). Starting materials: COC=1C=C(C=C(C1OC)OC)C(C)=O (3',4',5'-trimethoxyacetophenone), FC=1C=C2C(=CNC2=CC1)C=O (5-fluoroindole-3-carboxaldehyde). As a reaction SMILES: [CH3:1][O:2][C:3]1[CH:4]=[C:5]([C:13](=[O:15])[CH3:14])[CH:6]=[C:7]([O:11][CH3:12])[C:8]=1[O:9][CH3:10].[F:16][C:17]1[CH:18]=[C:19]2[C:23](=[CH:24][CH:25]=1)[NH:22][CH:21]=[C:20]2[CH:26]=O>>[F:16][C:17]1[CH:18]=[C:19]2[C:23](=[CH:24][CH:25]=1)[NH:22][CH:21]=[C:20]2/[CH:26]=[CH:14]/[C:13]([C:5]1[CH:6]=[C:7]([O:11][CH3:12])[C:8]([O:9][CH3:10])=[C:3]([O:2][CH3:1])[CH:4]=1)=[O:15]. Starting materials: [Al+3], Brc1ccc2c(c1)Sc1ccccc1O2, CC(=O)Cl, [Cl-], [Cl-], [Cl-], ClCCCl. Reaction SMILES: [Al+3:2].[Br:9][c:10]1[cH:11][c:12]2[c:21]([cH:22][cH:23]1)[O:20][c:19]1[c:14]([cH:15][cH:16][cH:17][cH:18]1)[S:13]2.[CH3:5][C:6]([Cl:7])=[O:8].[Cl-:1].[Cl-:3].[Cl-:4].[Cl:24][CH2:25][CH2:26][Cl:27]>>[CH3:5][C:6](=[O:8])[c:16]1[cH:15][c:14]2[c:19]([cH:18][cH:17]1)[O:20][c:21]1[c:12]([cH:11][c:10]([Br:9])[cH:23][cH:22]1)[S:13]2. The product is CC(=O)c1ccc2c(c1)Sc1cc(Br)ccc1O2. Starting materials: OC1=CC=C(C=C1)C=1N=C2N(C=C(C=C2)OC)C1 (2-(4′-hydroxyphenyl)-6-methoxyimidazo[1,2-a]pyridine), O (water), C([O-])([O-])=O.[K+].[K+] (potassium carbonate), BrCCCF (1-bromo-3-fluoropropane). The solvent is C(Cl)(Cl)Cl (chloroform). Conditions: time 18 hour. Product: FCCCOC1=CC=C(C=C1)C=1N=C2N(C=C(C=C2)OC)C1 (2-[4′-(3″-fluoropropoxy)phenyl]-6-methoxyimidazo[1,2-a]pyridine). Yield: 63.0%. Reaction SMILES: [OH:1][C:2]1[CH:7]=[CH:6][C:5]([C:8]2[N:9]=[C:10]3[CH:15]=[CH:14][C:13]([O:16][CH3:17])=[CH:12][N:11]3[CH:18]=2)=[CH:4][CH:3]=1.C(=O)([O-])[O-].[K+].[K+].Br[CH2:26][CH2:27][CH2:28][F:29].O>C(Cl)(Cl)Cl>[F:29][CH2:28][CH2:27][CH2:26][O:1][C:2]1[CH:3]=[CH:4][C:5]([C:8]2[N:9]=[C:10]3[CH:15]=[CH:14][C:13]([O:16][CH3:17])=[CH:12][N:11]3[CH:18]=2)=[CH:6][CH:7]=1 |f:1.2.3|. Reported procedure: 242 mg (corresponding to 1.0 mmol) of 2-(4′-hydroxyphenyl)-6-methoxyimidazo[1,2-a]pyridine that was sufficiently dried to remove moisture was dissolved in 10 L of N,N-dimethylformamide, and 418 mg (corresponding to 3.0 mmol) of potassium carbonate was added thereto. The mixture was supplemented with 140 μL (corresponding to 1.5 mmol) of 1-bromo-3-fluoropropane, and then was stirred at room temperature for 18 hours. After the completion of the reaction, the reaction solution was poured into water... Reactants: CC=1C(=NC(=NC1C)NC=1SC=C(N1)C)O (5,6-dimethyl-2-(4-methylthiazol-2-yl)amino-4-hydroxypyrimidine), P(=O)(Cl)(Cl)Cl (phosphorus oxychioride), ice water. Solvent: CN(C=O)C (dimethylformamide). Yields the product CC=1C(=NC(=NC1C)NC=1SC=C(N1)C)Cl (5,6-dimethyl-2-(4-methylthiazol-2-yl)amino-4-chloropyrimidine). Yield: 33.9%. RXN SMILES: [CH3:1][C:2]1[C:3](O)=[N:4][C:5]([NH:9][C:10]2[S:11][CH:12]=[C:13]([CH3:15])[N:14]=2)=[N:6][C:7]=1[CH3:8].P(Cl)(Cl)([Cl:19])=O>CN(C)C=O>[CH3:1][C:2]1[C:3]([Cl:19])=[N:4][C:5]([NH:9][C:10]2[S:11][CH:12]=[C:13]([CH3:15])[N:14]=2)=[N:6][C:7]=1[CH3:8]. Reported procedure: The mixture solution of 5,6-dimethyl-2-(4-methylthiazol-2-yl)amino-4-hydroxypyrimidine (1.15 g, 4-78 mmol), phosphorus oxychioride(7 ml), and dimethylformamide(5 ml) was heated to 70° C. for 30 minutes, cooled to a room temperature and then poured into ice water. The aqueous layer was extracted with dichloromethane, washed with 1N sodium hydroxide solution, and then washed with water. The separated organic layer was concentrated and the residual oil was suspended in a mixture solution of ethyl e... Reactants: C(CCCCCCC)(=O)OCCl (Chloromethyl Octanoate), ClCOS(=O)(=O)Cl (chloromethylchlorosulfate), C1(=CC=CC=C1)CC(=O)O (phenylacetic acid), C(O)([O-])=O.[Na+] (sodium hydrogen carbonate). The reagents and catalysts are S(=O)(=O)(O)[O-].C(CCC)[N+](CCCC)(CCCC)CCCC (tetra-n-butylammonium hydrogen sulfate). Run in ClCCl (dichloromethane), O.ClCCl (water dichloromethane). Run at time 18 hour. Product: C1(=CC=CC=C1)CC(=O)OCCl (Chloromethyl Phenylacetate). Isolated yield 31.0%. As a reaction SMILES: [C:1]([O:10][CH2:11][Cl:12])(=[O:9])[CH2:2][CH2:3][CH2:4][CH2:5][CH2:6][CH2:7][CH3:8].C1(CC(O)=O)C=CC=CC=1.C(=O)([O-])O.[Na+].ClCOS(Cl)(=O)=O>S([O-])(O)(=O)=O.C([N+](CCCC)(CCCC)CCCC)CCC.O.ClCCl.ClCCl>[C:3]1([CH2:2][C:1]([O:10][CH2:11][Cl:12])=[O:9])[CH:8]=[CH:7][CH:6]=[CH:5][CH:4]=1 |f:2.3,5.6,7.8|. Procedure: A similar procedure (Harada, N. et al. Synth. Commun. 1995, 25, 767-772) to that described for the preparation of 43 was followed using phenylacetic acid (4.50 g, 31.2 mmol), sodium hydrogen carbonate (10.48 g, 124.8 mmol) and tetra-n-butylammonium hydrogen sulfate (1.06 g, 3.12 mmol) in water-dichloromethane (125 mL, 1:1 v/v) and chloromethylchlorosulfate (5.15 g, 31.2 mmol) in dichloromethane (15 mL), at room temperature for 18 h. Purification by flash chromatography (hexane/ethyl acetate 9:1)... Reactants: C(C)(C)(C)C1=C(C(=C(C=C1)C1=CC=CC=C1)CCl)CCl (tert-butyl-2,3-bis(chloromethyl)biphenyl), C(C(C)C)(=O)OC (methyl isobutyrate), Mg, O (water). Reagents/catalysts: BrCCBr (1,2-dibromoethane). Run in C1CCOC1 (THF), C1CCOC1 (THF), C1CCOC1 (THF). Run at time 3 hour. Product: C(C)(C)(C)C1=CC=C(C=C1)C1=C2CC(CC2=CC=C1)(O)C(C)C (4-(4-tert-butylphenyl)-2-isopropylindan-2-ol). As a reaction SMILES: C([C:5]1[CH:10]=[CH:9][C:8]([C:11]2[CH:16]=[CH:15][CH:14]=[CH:13][CH:12]=2)=[C:7]([CH2:17]Cl)[C:6]=1[CH2:19]Cl)(C)(C)C.[C:21]([O:26]C)(=O)[CH:22]([CH3:24])[CH3:23].O>BrCCBr.C1COCC1>[C:6]([C:14]1[CH:15]=[CH:16][C:11]([C:8]2[CH:9]=[CH:10][CH:5]=[C:6]3[C:7]=2[CH2:17][C:21]([CH:22]([CH3:24])[CH3:23])([OH:26])[CH2:19]3)=[CH:12][CH:13]=1)([CH3:19])([CH3:7])[CH3:5]. Reported procedure: 633 mg (26 mmol, 4 eq.) of Mg powder (50 mesh/Aldrich) were dried under reduced pressure with the aid of a hair dryer. 10 ml of THF and 10 drops of 1,2-dibromoethane were added. The mixture was heated to reflux until gas evolution took place and the activation was complete. The solvent was removed under reduced pressure and 10 ml of fresh THF were added. A solution of 2.0 g (6.5 mmol) of tert-butyl-2,3-bis(chloromethyl)biphenyl in 120 ml of THF was added and the suspension was stirred vigorously... Reactants: CC(C)(C)N=C=O, CCOCC, CO, Cl, Nc1noc(C2CN3CCC2CC3)n1, c1ccncc1. The product is Cl, CC(C)(C)NC(=O)Nc1noc(C2CN3CCC2CC3)n1. RXN SMILES: [C:15]([CH3:16])([CH3:17])([CH3:18])[N:19]=[C:20]=[O:21].[CH2:23]([O:24][CH2:25][CH3:26])[CH3:27].[CH3:28][OH:29].[ClH:22].[NH2:1][c:2]1[n:3][o:4][c:5]([CH:7]2[CH2:8][N:9]3[CH2:10][CH2:11][CH:12]2[CH2:13][CH2:14]3)[n:6]1.[cH:30]1[cH:31][cH:32][n:33][cH:34][cH:35]1>>[ClH:22].[NH:1]([c:2]1[n:3][o:4][c:5]([CH:7]2[CH2:8][N:9]3[CH2:10][CH2:11][CH:12]2[CH2:13][CH2:14]3)[n:6]1)[C:20]([NH:19][C:15]([CH3:16])([CH3:17])[CH3:18])=[O:21].